This data is from the Open Reaction Database (ORD), a public repository of structured organic reaction records. The task is: describe an organic reaction: reactants, conditions, products, and yield Reactants: Cc1ccccc1, O=C=NC1CCCCC1, Clc1ccc(-n2nc3ccccc3c2Nc2cccc(Cl)c2)cc1. Yields the product O=C(NC1CCCCC1)N(c1cccc(Cl)c1)c1c2ccccc2nn1-c1ccc(Cl)cc1. Reaction SMILES: [CH3:34][c:35]1[cH:36][cH:37][cH:38][cH:39][cH:40]1.[CH:25]1([N:31]=[C:32]=[O:33])[CH2:26][CH2:27][CH2:28][CH2:29][CH2:30]1.[Cl:1][c:2]1[cH:3][c:4]([NH:8][c:9]2[n:10](-[c:18]3[cH:19][cH:20][c:21]([Cl:24])[cH:22][cH:23]3)[n:11][c:12]3[cH:13][cH:14][cH:15][cH:16][c:17]23)[cH:5][cH:6][cH:7]1>>[Cl:1][c:2]1[cH:3][c:4]([N:8]([c:9]2[n:10](-[c:18]3[cH:19][cH:20][c:21]([Cl:24])[cH:22][cH:23]3)[n:11][c:12]3[cH:13][cH:14][cH:15][cH:16][c:17]23)[C:32]([NH:31][CH:25]2[CH2:26][CH2:27][CH2:28][CH2:29][CH2:30]2)=[O:33])[cH:5][cH:6][cH:7]1.